This data is from the Open Reaction Database (ORD), a public repository of structured organic reaction records. The task is: describe an organic reaction: reactants, conditions, products, and yield Starting materials: CCOC(=O)c1ccc2c(c1)NCc1cccc(OC)c1O2, Cc1ccccc1C. Yields the product CCOC(=O)c1ccc2c(c1)N=Cc1cccc(OC)c1O2. Reaction SMILES: [CH3:1][O:2][c:3]1[cH:4][cH:5][cH:6][c:7]2[c:13]1[O:12][c:11]1[c:10]([cH:17][c:16]([C:18](=[O:19])[O:20][CH2:21][CH3:22])[cH:15][cH:14]1)[NH:9][CH2:8]2.[c:23]1([CH3:24])[c:25]([CH3:26])[cH:27][cH:28][cH:29][cH:30]1>>[CH3:1][O:2][c:3]1[cH:4][cH:5][cH:6][c:7]2[c:13]1[O:12][c:11]1[c:10]([cH:17][c:16]([C:18](=[O:19])[O:20][CH2:21][CH3:22])[cH:15][cH:14]1)[N:9]=[CH:8]2. Reactants: C(C)(C)(C)OC(=O)OC(=O)OC(C)(C)C (Di-tert-butyl-dicarbonate), C(C)(C)(C)O (tert-butylalcohol), O (water), NCCCCCC(=O)O (6-Aminocaproic acid), C(C)(C)(C)O (tert-butylalcohol), [OH-].[Na+] (NaOH). Run at time 10 minute. The product is C(=O)(OC(C)(C)C)CCCCC(C(=O)O)N (6-Boc-aminohexanoic acid). As a reaction SMILES: [NH2:1][CH2:2][CH2:3][CH2:4][CH2:5][CH2:6][C:7]([OH:9])=[O:8].[OH-].[Na+].C([O:16][C:17](OC(OC(C)(C)C)=O)=[O:18])(C)(C)C.O.[C:28](O)([CH3:31])([CH3:30])[CH3:29]>>[C:7]([CH2:6][CH2:5][CH2:4][CH2:3][CH:2]([NH2:1])[C:17]([OH:18])=[O:16])([O:9][C:28]([CH3:31])([CH3:30])[CH3:29])=[O:8] |f:1.2|. Procedure details: 6-Aminocaproic acid (10 g, 76 mmo) was dissolved in tert-butylalcohol (100 ml), 5N NaOH (15 ml, 76 mmol) was added thereto, and the mixture was stirred at room temperature for 10 minutes. Di-tert-butyl-dicarbonate (18.3 g, 83 mmol) dissolved in tert-butylalcohol (100 ml) was added thereto and stirred at room temperature for 24 hours. Then, water (100 ml) was added thereto and the mixture was concentrated under a reduced pressure, cooled to 0° C., and then, 2N H2SO4 was added thereto dropwise unt... The reactants are [OH-].[K+] (Potassium hydroxide), CC(C)(C)C=1C=C(C=CC(=O)NN)C=C(C1O)C(C)(C)C (3,5-bis(1,1-dimethylethyl)-4-hydroxycinnamic acid hydrazide), C(=S)=S (carbon disulfide). Run in C(C)O (ethanol). Conditions: temperature 0 celsius, time 1.5 hour. The product is CC(C)(C)C=1C=C(C=C(C1O)C(C)(C)C)C=CC1=NNC(O1)=S (5- [2-[3,5-Bis(1,1-dimethylethyl)-4-hydroxyphenyl]ethenyl]-1,3,4-oxadiazole-2(3H)-thione). Reaction SMILES: [OH-].[K+].[CH3:3][C:4]([C:7]1[CH:8]=[C:9]([CH:16]=[C:17]([C:20]([CH3:23])([CH3:22])[CH3:21])[C:18]=1[OH:19])[CH:10]=[CH:11][C:12]([NH:14][NH2:15])=[O:13])([CH3:6])[CH3:5].[C:24](=S)=[S:25]>C(O)C>[CH3:21][C:20]([C:17]1[CH:16]=[C:9]([CH:10]=[CH:11][C:12]2[O:13][C:24](=[S:25])[NH:15][N:14]=2)[CH:8]=[C:7]([C:4]([CH3:3])([CH3:5])[CH3:6])[C:18]=1[OH:19])([CH3:23])[CH3:22] |f:0.1|. Reported procedure: Potassium hydroxide (0.5 g, 0.0096 mole) is added in one portion to a stirred 0° C. solution of 3,5-bis(1,1-dimethylethyl)-4-hydroxycinnamic acid hydrazide (2.8 g, 0.0096 mole) and carbon disulfide (1.7 g, 0.022 mole) in absolute ethanol (15.0 ml). The resulting mixture is stirred 1.5 hours at 0° C. before heating to reflux for four hours. The solution is cooled and the solvent is removed in vacuo. The residue is dissolved in water (50 ml) and washed with ether (20 ml). The aqueous layer is made... The reactants are CC(=O)O[BH-](OC(C)=O)OC(C)=O, CC(=O)O, ClCCl, O=Cc1ccc(OCCCN2CCCC2)cc1, Nc1ccccn1, [Na+], [Na+], [OH-]. Yields the product c1ccc(NCc2ccc(OCCCN3CCCC3)cc2)nc1. RXN SMILES: [C:25]([O:26][BH-:27]([O:28][C:29](=[O:30])[CH3:31])[O:32][C:33](=[O:34])[CH3:35])(=[O:36])[CH3:37].[CH3:44][C:45](=[O:46])[OH:47].[Cl:41][CH2:42][Cl:43].[N:1]1([CH2:6][CH2:7][CH2:8][O:9][c:10]2[cH:11][cH:12][c:13]([CH:14]=[O:15])[cH:16][cH:17]2)[CH2:2][CH2:3][CH2:4][CH2:5]1.[NH2:18][c:19]1[n:20][cH:21][cH:22][cH:23][cH:24]1.[Na+:38].[Na+:40].[OH-:39]>>[N:1]1([CH2:6][CH2:7][CH2:8][O:9][c:10]2[cH:11][cH:12][c:13]([CH2:14][NH:18][c:19]3[n:20][cH:21][cH:22][cH:23][cH:24]3)[cH:16][cH:17]2)[CH2:2][CH2:3][CH2:4][CH2:5]1. The reactants are O=C([O-])[O-], COc1cc(C(=O)N2CCC(CCS(C)(=O)=O)(c3ccc(Cl)c(Cl)c3)C2)cc(OC)c1OC, OC1(c2nc3ccccc3n2Cc2ccc(F)cc2)CCNCC1, [K+], [K+], C1CCOC1, O. Product: COc1cc(C(=O)N2CCC(CCN3CCC(O)(c4nc5ccccc5n4Cc4ccc(F)cc4)CC3)(c3ccc(Cl)c(Cl)c3)C2)cc(OC)c1OC. Reaction SMILES: [C:58](=[O:59])([O-:60])[O-:61].[CH3:1][O:2][c:3]1[cH:4][c:5]([C:6](=[O:7])[N:8]2[CH2:9][C:10]([CH2:13][CH2:14][S:15]([CH3:16])(=[O:17])=[O:18])([c:19]3[cH:20][c:21]([Cl:26])[c:22]([Cl:25])[cH:23][cH:24]3)[CH2:11][CH2:12]2)[cH:27][c:28]([O:32][CH3:33])[c:29]1[O:30][CH3:31].[F:34][c:35]1[cH:36][cH:37][c:38]([CH2:39][n:40]2[c:41]([C:49]3([OH:55])[CH2:50][CH2:51][NH:52][CH2:53][CH2:54]3)[n:42][c:43]3[c:44]2[cH:45][cH:46][cH:47][cH:48]3)[cH:56][cH:57]1.[K+:62].[K+:63].[O:65]1[CH2:66][CH2:67][CH2:68][CH2:69]1.[OH2:64]>>[CH3:1][O:2][c:3]1[cH:4][c:5]([C:6](=[O:7])[N:8]2[CH2:9][C:10]([CH2:13][CH2:14][N:52]3[CH2:51][CH2:50][C:49]([c:41]4[n:40]([CH2:39][c:38]5[cH:37][cH:36][c:35]([F:34])[cH:57][cH:56]5)[c:44]5[c:43]([n:42]4)[cH:48][cH:47][cH:46][cH:45]5)([OH:55])[CH2:54][CH2:53]3)([c:19]3[cH:20][c:21]([Cl:26])[c:22]([Cl:25])[cH:23][cH:24]3)[CH2:11][CH2:12]2)[cH:27][c:28]([O:32][CH3:33])[c:29]1[O:30][CH3:31].